This data is from the Open Reaction Database (ORD), a public repository of structured organic reaction records. The task is: describe an organic reaction: reactants, conditions, products, and yield Reactants: O=C([O-])O, Cc1ccsc1CCC(=O)O, CCN=C=NCCCN(C)C, CC1(c2cccc(NS(C)(=O)=O)c2)C2CNCC21, CN(C)C=O, Cl, Cl, [Na+], O, On1nnc2ccccc21. Yields the product Cc1ccsc1CCC(=O)N1CC2C(C1)C2(C)c1cccc(NS(C)(=O)=O)c1. RXN SMILES: [C:54](=[O:55])([O-:56])[OH:57].[CH3:1][c:2]1[c:3]([CH2:7][CH2:8][C:9](=[O:10])[OH:11])[s:4][cH:5][cH:6]1.[CH3:24][N:25]([CH3:26])[CH2:27][CH2:28][CH2:29][N:30]=[C:31]=[N:32][CH2:33][CH3:34].[CH3:36][C:37]1([c:43]2[cH:44][c:45]([NH:49][S:50](=[O:51])(=[O:52])[CH3:53])[cH:46][cH:47][cH:48]2)[CH:38]2[CH2:39][NH:40][CH2:41][CH:42]12.[CH3:59][N:60]([CH3:61])[CH:62]=[O:63].[ClH:23].[ClH:35].[Na+:58].[OH2:12].[OH:13][n:14]1[c:15]2[cH:16][cH:17][cH:18][cH:19][c:20]2[n:21][n:22]1>>[CH3:1][c:2]1[c:3]([CH2:7][CH2:8][C:9](=[O:11])[N:40]2[CH2:39][CH:38]3[C:37]([CH3:36])([c:43]4[cH:44][c:45]([NH:49][S:50](=[O:51])(=[O:52])[CH3:53])[cH:46][cH:47][cH:48]4)[CH:42]3[CH2:41]2)[s:4][cH:5][cH:6]1. Starting materials: C=C1CC(=O)O1 (diketene), CSC1=NC=NC2=C1N=C(N=C2N2CCSCC2)N2CCNCC2 (8-methylthio-2-piperazino-4-thiomorpholino-pyrimido-[5,4-d]-pyrimidine). Run in ClC=1N=C(C2=C(N1)C(=NC=N2)Cl)N2CCS(CC2)=O (2,8-Dichloro-4-(1-oxido-thiomorpholino)-pyrimido[5,4-d]pyrimidine). Reaction conditions: time 30 minute. Yields the product C(CC(=O)C)(=O)N1CCN(CC1)C=1N=C(C2=C(N1)C(=NC=N2)SC)N2CCSCC2 (2-(N-Acetoacetyl-piperazino)-8-methylthio-4-thiomorpholinopyrimido-[5,4-d]-pyrimidine). Reaction SMILES: [CH2:1]=[C:2]1[O:6][C:4](=[O:5])[CH2:3]1.[CH3:7][S:8][C:9]1[C:14]2[N:15]=[C:16]([N:25]3[CH2:30][CH2:29][NH:28][CH2:27][CH2:26]3)[N:17]=[C:18]([N:19]3[CH2:24][CH2:23][S:22][CH2:21][CH2:20]3)[C:13]=2[N:12]=[CH:11][N:10]=1>ClC1N=C(N2CCS(=O)CC2)C2N=CN=C(Cl)C=2N=1>[C:4]([N:28]1[CH2:29][CH2:30][N:25]([C:16]2[N:17]=[C:18]([N:19]3[CH2:24][CH2:23][S:22][CH2:21][CH2:20]3)[C:13]3[N:12]=[CH:11][N:10]=[C:9]([S:8][CH3:7])[C:14]=3[N:15]=2)[CH2:26][CH2:27]1)(=[O:5])[CH2:3][C:2]([CH3:1])=[O:6]. Reported procedure: 1.6 gm (0.02 mol) of diketene were slowly poured, while stirring, into a solution of 3.6 gm (0.01 mol) of 8-methylthio-2-piperazino-4-thiomorpholino-pyrimido-[5,4-d]-pyrimidine (m.p.: 177°-179° C.) in 50 ml of dioxane. After stirring for 30 minutes more, the solvent was evaporated in vacuo, and the residue was taken up in about 100 ml of water. The precipitated reaction product was suction-filtered off, washed with water and dried. The reactants are FC=1C=NC=CC1C=1OC2=C(N1)C=C(C=C2)C(F)(F)F (2-(3-fluoropyridin-4-yl)-5-(trifluoromethyl)benzoxazole), C([O-])([O-])=O.[K+].[K+] (potassium carbonate), C(C)(C)N (isopropylamine), CN(C)C=O (DMF), C(C)(C)N (isopropylamine). Run in O (water). Conditions: temperature 80 celsius. Yields the product C(C)(C)NC=1C=NC=CC1C=1OC2=C(N1)C=C(C=C2)C(F)(F)F (isopropyl-[4-(5-trifluoromethylbenzoxazole-2-yl)pyridin-3-yl]amine). The yield is 65.9%. Reaction SMILES: F[C:2]1[CH:3]=[N:4][CH:5]=[CH:6][C:7]=1[C:8]1[O:9][C:10]2[CH:16]=[CH:15][C:14]([C:17]([F:20])([F:19])[F:18])=[CH:13][C:11]=2[N:12]=1.C(=O)([O-])[O-].[K+].[K+].[CH:27]([NH2:30])([CH3:29])[CH3:28].CN(C=O)C>O>[CH:27]([NH:30][C:2]1[CH:3]=[N:4][CH:5]=[CH:6][C:7]=1[C:8]1[O:9][C:10]2[CH:16]=[CH:15][C:14]([C:17]([F:20])([F:19])[F:18])=[CH:13][C:11]=2[N:12]=1)([CH3:29])[CH3:28] |f:1.2.3|. Procedure details: A mixture of 0.28 g of 2-(3-fluoropyridin-4-yl)-5-(trifluoromethyl)benzoxazole, 0.69 g of potassium carbonate, 0.30 g of isopropylamine and 3 ml of DMF was stirred while heating at 50° C. for 1.5 hours and at 80° C. for 4 hours. To the mixture, 0.30 g of isopropylamine was added and stirred while heating for further three hours. To the reaction mixture, water was added, followed by extraction with ethyl acetate twice. The combined organic layers were washed with a saturated sodium chloride solut... Reactants: BrCCC1OCCO1, O=C([O-])[O-], CC#N, Cl, CS(=O)(=O)c1cccc(C2CCNCC2)c1F, [K+], [K+]. Product: CS(=O)(=O)c1cccc(C2CCN(CCC3OCCO3)CC2)c1F. Reaction SMILES: [Br:24][CH2:25][CH2:26][CH:27]1[O:28][CH2:29][CH2:30][O:31]1.[C:18](=[O:19])([O-:20])[O-:21].[CH3:33][C:34]#[N:35].[ClH:32].[F:1][c:2]1[c:3]([CH:12]2[CH2:13][CH2:14][NH:15][CH2:16][CH2:17]2)[cH:4][cH:5][cH:6][c:7]1[S:8](=[O:9])(=[O:10])[CH3:11].[K+:22].[K+:23]>>[F:1][c:2]1[c:3]([CH:12]2[CH2:13][CH2:14][N:15]([CH2:25][CH2:26][CH:27]3[O:28][CH2:29][CH2:30][O:31]3)[CH2:16][CH2:17]2)[cH:4][cH:5][cH:6][c:7]1[S:8](=[O:9])(=[O:10])[CH3:11]. Reactants: COCCCOC(c1ccccc1F)C1CCCN(c2c(NC(CNC(=O)OC(C)(C)C)CC3CCCCC3)c(=O)c2=O)C1, O=C(O)C(F)(F)F. Product: COCCCOC(c1ccccc1F)C1CCCN(c2c(NC(CN)CC3CCCCC3)c(=O)c2=O)C1. As a reaction SMILES: [CH:1]1([CH2:7][CH:8]([CH2:9][NH:10][C:11](=[O:12])[O:13][C:14]([CH3:15])([CH3:16])[CH3:17])[NH:18][c:19]2[c:20]([N:25]3[CH2:26][CH:27]([CH:31]([O:32][CH2:33][CH2:34][CH2:35][O:36][CH3:37])[c:38]4[c:39]([F:44])[cH:40][cH:41][cH:42][cH:43]4)[CH2:28][CH2:29][CH2:30]3)[c:21](=[O:24])[c:22]2=[O:23])[CH2:2][CH2:3][CH2:4][CH2:5][CH2:6]1.[F:45][C:46]([F:47])([F:48])[C:49]([OH:50])=[O:51]>>[CH:1]1([CH2:7][CH:8]([CH2:9][NH2:10])[NH:18][c:19]2[c:20]([N:25]3[CH2:26][CH:27]([CH:31]([O:32][CH2:33][CH2:34][CH2:35][O:36][CH3:37])[c:38]4[c:39]([F:44])[cH:40][cH:41][cH:42][cH:43]4)[CH2:28][CH2:29][CH2:30]3)[c:21](=[O:24])[c:22]2=[O:23])[CH2:2][CH2:3][CH2:4][CH2:5][CH2:6]1. Starting materials: solution, CC(C(C)C)(C1=NC=C(C=C1)OCC1=NC=CC=C1)C1=CC=C(C(=O)OC)C=C1 (methyl 4-{1,2-dimethyl-1-[5-(pyridin-2-ylmethoxy)pyridin-2-yl]propyl}benzoate), C1(=CC=CC=C1)C (toluene). The reagents and catalysts are [CH3-].C[Al+]C.[CH-]1C=CC=C1.[CH-]1C=CC=C1.[Cl-].[Ti+3] (Tebbe reagent). The solvent is C1CCOC1 (THF). Run at time 16 hour. Yields the product COC(=C)C1=CC=C(C=C1)C(C(C)C)(C)C1=NC=C(C=C1)OCC1=NC=CC=C1 (2-{1-[4-(1-methoxyvinyl)phenyl]-1,2-dimethylpropyl}-5-(pyridin-2-ylmethoxy)pyridine). As a reaction SMILES: [CH3:1][C:2]([C:20]1[CH:29]=[CH:28][C:23]([C:24]([O:26][CH3:27])=O)=[CH:22][CH:21]=1)([C:6]1[CH:11]=[CH:10][C:9]([O:12][CH2:13][C:14]2[CH:19]=[CH:18][CH:17]=[CH:16][N:15]=2)=[CH:8][N:7]=1)[CH:3]([CH3:5])[CH3:4].[C:30]1(C)C=CC=CC=1>C1COCC1.[CH3-].C[Al+]C.[CH-]1C=CC=C1.[CH-]1C=CC=C1.[Cl-].[Ti+3]>[CH3:27][O:26][C:24]([C:23]1[CH:28]=[CH:29][C:20]([C:2]([C:6]2[CH:11]=[CH:10][C:9]([O:12][CH2:13][C:14]3[CH:19]=[CH:18][CH:17]=[CH:16][N:15]=3)=[CH:8][N:7]=2)([CH3:1])[CH:3]([CH3:5])[CH3:4])=[CH:21][CH:22]=1)=[CH2:30] |f:3.4.5.6.7.8|. Procedure: Tebbe reagent (15.2 mL of a 0.5 M solution in toluene, 7.60 mmol) was added to a stirred solution of 1a (2.70 g, 6.91 mmol) in THF (100 mL) at rt and the resulting mixture aged for approximately 16 h. The reaction was quenched by the addition of basic alumina, and the resulting suspension was filtered through a short column of basic alumina eluting with EtOAc. The filtrate was concentrated in vacuo and the crude residue containing 1b was used without further purification in the subsequent reacti... The reactants are C(#N)N=C(OC)C1=NC=CC=C1 (Methyl N-cyano-2-pyridinecarboximidate), CC(C(C)(C)C)N (1,2,2-trimethylpropylamine). Solvent: CO (methanol). Reaction conditions: time 30 minute. Product: C(#N)NC(=NC(C(C)(C)C)C)C1=NC=CC=C1 (N-cyano-N'-(1,2,2-trimethylpropyl)-2-pyridinecarboximidamide). The yield is 93.5%. RXN SMILES: [C:1]([N:3]=[C:4]([C:7]1[CH:12]=[CH:11][CH:10]=[CH:9][N:8]=1)OC)#[N:2].[CH3:13][CH:14]([NH2:19])[C:15]([CH3:18])([CH3:17])[CH3:16]>CO>[C:1]([NH:3][C:4]([C:7]1[CH:12]=[CH:11][CH:10]=[CH:9][N:8]=1)=[N:19][CH:14]([CH3:13])[C:15]([CH3:18])([CH3:17])[CH3:16])#[N:2]. Reported procedure: Methyl N-cyano-2-pyridinecarboximidate (0.50 g, 3.1 mmol) was dissolved in methanol (10 ml), 1,2,2-trimethylpropylamine (0.34 g, 3.4 mmol) was added, and the resulting mixture was stirred at room temperature for 30 minutes. After the reaction was completed, the reaction solution was concentrated under reduced pressure, and the residue thus obtained was crystallized from dichloromethane diethyl ether to give the title compound (0.67 g, 2.9 mmol, yield: 92%) as colorless needles.